From a dataset of the Open Reaction Database (ORD), a public repository of structured organic reaction records. describe an organic reaction: reactants, conditions, products, and yield The reactants are C(C1=CC=CC=C1)(=O)OC1CCC=2NC3=CC=CC=C3C2C1 (3-benzoyloxy-1,2,3,4-tetrahydrocarbazole), CN(C)CCCl ((dimethylamino)ethyl chloride), [H-].[Na+] (sodium hydride), CN(C=O)C (dimethylformamide). The solvent is C1=CC=CC=C1 (benzene). Product: C(C1=CC=CC=C1)(=O)OC1CCC=2N(C3=CC=CC=C3C2C1)CCN(C)C (3-benzoyloxy-9-[2-(dimethylamino)ethyl]-1,2,3,4-tetrahydrocarbazole). As a reaction SMILES: [C:1]([O:9][CH:10]1[CH2:22][C:21]2[C:20]3[C:15](=[CH:16][CH:17]=[CH:18][CH:19]=3)[NH:14][C:13]=2[CH2:12][CH2:11]1)(=[O:8])[C:2]1[CH:7]=[CH:6][CH:5]=[CH:4][CH:3]=1.[H-].[Na+].CN(C)C=O.[CH3:30][N:31]([CH2:33][CH2:34]Cl)[CH3:32]>C1C=CC=CC=1>[C:1]([O:9][CH:10]1[CH2:22][C:21]2[C:20]3[C:15](=[CH:16][CH:17]=[CH:18][CH:19]=3)[N:14]([CH2:34][CH2:33][N:31]([CH3:32])[CH3:30])[C:13]=2[CH2:12][CH2:11]1)(=[O:8])[C:2]1[CH:3]=[CH:4][CH:5]=[CH:6][CH:7]=1 |f:1.2|. Procedure details: The 3-benzoyloxy-9-[2-(dimethylamino)ethyl]-1,2,3,4-tetrahydrocarbazole was prepared by following an alkylation procedure similar to that described in Example 11 and using 13.1 g. of 3-benzoyloxy-1,2,3,4-tetrahydrocarbazole and 1.93 g. of sodium hydride (50% in mineral oil) in 150 ml. of dimethylformamide, and 4.9 g. of (dimethylamino)ethyl chloride in 10 ml. of benzene. An ethereal solution of the crude product was filtered through alumina and the concentrated ethereal eluate was treated with e... Reactants: ICCCC=1C(=NN(C1)CC1=CC=C(C=C1)OCC=1N=C(OC1C)C1=CC=CC=C1)C1=CC=CC=C1 (1-iodo-3-[1-[4-(5-methyl-2-phenyl-4-oxazolylmethoxy)benzyl]-3-phenyl-1H-pyrazol-4-yl]propane), Cl (hydrochloric acid), [H-].[Na+] (Sodium hydride), C(CC(=O)OCC)(=O)OCC (diethyl malonate). Solvent: O1CCCC1 (tetrahydrofuran), O1CCCC1 (tetrahydrofuran). Conditions: time 30 minute. Yields the product CC1=C(N=C(O1)C1=CC=CC=C1)COC1=CC=C(CN2N=C(C(=C2)CCCC(C(=O)OCC)C(=O)OCC)C2=CC=CC=C2)C=C1 (diethyl 2-[3-[1-[4-(5-methyl-2-phenyl-4-oxazolylmethoxy)benzyl]-3-phenyl-1H-pyrazol-4-yl]propyl]malonate). Isolated yield 88.3%. Reaction SMILES: [H-].[Na+].[C:3]([O:11][CH2:12][CH3:13])(=[O:10])[CH2:4][C:5]([O:7][CH2:8][CH3:9])=[O:6].I[CH2:15][CH2:16][CH2:17][C:18]1[C:19]([C:44]2[CH:49]=[CH:48][CH:47]=[CH:46][CH:45]=2)=[N:20][N:21]([CH2:23][C:24]2[CH:29]=[CH:28][C:27]([O:30][CH2:31][C:32]3[N:33]=[C:34]([C:38]4[CH:43]=[CH:42][CH:41]=[CH:40][CH:39]=4)[O:35][C:36]=3[CH3:37])=[CH:26][CH:25]=2)[CH:22]=1.Cl>O1CCCC1>[CH3:37][C:36]1[O:35][C:34]([C:38]2[CH:39]=[CH:40][CH:41]=[CH:42][CH:43]=2)=[N:33][C:32]=1[CH2:31][O:30][C:27]1[CH:28]=[CH:29][C:24]([CH2:23][N:21]2[CH:22]=[C:18]([CH2:17][CH2:16][CH2:15][CH:4]([C:5]([O:7][CH2:8][CH3:9])=[O:6])[C:3]([O:11][CH2:12][CH3:13])=[O:10])[C:19]([C:44]3[CH:49]=[CH:48][CH:47]=[CH:46][CH:45]=3)=[N:20]2)=[CH:25][CH:26]=1 |f:0.1|. Reported procedure: Sodium hydride (60%, oily, 476 mg) was added to a solution of diethyl malonate (2.37 g) in tetrahydrofuran (50 ml) at 0° C., and the mixture was stirred for 30 minutes. A solution of 1-iodo-3-[1-[4-(5-methyl-2-phenyl-4-oxazolylmethoxy)benzyl]-3-phenyl-1H-pyrazol-4-yl]propane (1.75 g) in tetrahydrofuran (15 ml) was added dropwise to the above mixture, which was stirred at room temperature for 13 hours. The reaction mixture was acidified with diluted hydrochloric acid, which was extracted with eth... Starting materials: C1(=CC=CC=C1)S(=O)(=O)C=1C=CC2=C(N(CCO2)C(CCCl)=O)C1 (1-(6-benzenesulfonyl-2,3-dihydro-benzo[1,4]oxazin-4-yl)-3-chloro-propan-1-one), NC (H2NMe). Run at time 8 minute. Product: C1(=CC=CC=C1)S(=O)(=O)C=1C=CC2=C(N(CCO2)C(CCNC)=O)C1 (1-(6-benzenesulfonyl-2,3-dihydro-benzo[1,4]oxazin-4-yl)-3-methylamino-propan-1-one). Isolated yield 93.0%. As a reaction SMILES: [C:1]1([S:7]([C:10]2[CH:11]=[CH:12][C:13]3[O:18][CH2:17][CH2:16][N:15]([C:19](=[O:23])[CH2:20][CH2:21]Cl)[C:14]=3[CH:24]=2)(=[O:9])=[O:8])[CH:6]=[CH:5][CH:4]=[CH:3][CH:2]=1.[NH2:25][CH3:26]>>[C:1]1([S:7]([C:10]2[CH:11]=[CH:12][C:13]3[O:18][CH2:17][CH2:16][N:15]([C:19](=[O:23])[CH2:20][CH2:21][NH:25][CH3:26])[C:14]=3[CH:24]=2)(=[O:9])=[O:8])[CH:6]=[CH:5][CH:4]=[CH:3][CH:2]=1. Procedure details: A solution of 1-(6-benzenesulfonyl-2,3-dihydro-benzo[1,4]oxazin-4-yl)-3-chloro-propan-1-one (0.100 g., 0.273 mmol) in 4 mL of 2 M methanolic H2NMe was heated in a microwave reactor in a sealed reaction vessel at 80° C. for 2 minutes, then at 130° C. for 8 minutes. The reaction mixture was concentrated in vacuo and the residue was purified by flash chromatography (24:1:0.1 of CH2Cl2:MeOH:NH4OH) to give 0.092 g (93%) of 1-(6-benzenesulfonyl-2,3-dihydro-benzo[1,4]oxazin-4-yl)-3-methylamino-propan-1... The reactants are C(C=C)OC1=C(C=C(C(=O)OCC)C=C1)C=C (ethyl 4-(allyloxy)-3-vinylbenzoate). The reagents and catalysts are C1CCC(CC1)P(C2CCCCC2)C3CCCCC3.C1CCC(CC1)P(C2CCCCC2)C3CCCCC3.C1=CC=C(C=C1)C=[Ru](Cl)Cl (benzylidene-bis(tricyclohexylphosphine)dichlororuthenium). Reaction conditions: time 2.5 hour. Yields the product O1CC=CC2=CC(=CC=C12)C(=O)OCC (ethyl 2H-chromene-6-carboxylate). Isolated yield 82.7%. Reaction SMILES: [CH2:1]([O:4][C:5]1[CH:15]=[CH:14][C:8]([C:9]([O:11][CH2:12][CH3:13])=[O:10])=[CH:7][C:6]=1[CH:16]=[CH2:17])C=C>C1CCC(P(C2CCCCC2)C2CCCCC2)CC1.C1CCC(P(C2CCCCC2)C2CCCCC2)CC1.C1C=CC(C=[Ru](Cl)Cl)=CC=1>[O:4]1[C:5]2[C:6](=[CH:7][C:8]([C:9]([O:11][CH2:12][CH3:13])=[O:10])=[CH:14][CH:15]=2)[CH:16]=[CH:17][CH2:1]1 |f:1.2.3|. Procedure details: To a stirred solution of ethyl 4-(allyloxy)-3-vinylbenzoate (1.8 g, 7.7 mmol) in CH2Ci2 (40 mL) at rt is added benzylidene-bis(tricyclohexylphosphine)dichlororuthenium (127 mg, 0.15 mmol). The mixture is stirred at rt for 2.5 h. The reaction mixture is concentrated in vacuo to a dark residue. The crude product is purified by flash chromatography on SiO2. Elution with hexanes-EtOAc (95:5) gives 1.3 g (80%) of ethyl 2H-chromene-6-carboxylate as a clear oil: 1H NMR (400 MHz, CDCl3) δ 7.8, 7.7, 6.8,... Starting materials: N#Cc1cc(CBr)co1, CC(C)(C)OC(=O)NC1CCNC1=O, C1CCOC1, CO, ClCCl, [H-], [Na+], CN(C)C=O. Product: CC(C)(C)OC(=O)NC1CCN(Cc2coc(C#N)c2)C1=O. As a reaction SMILES: [Br:15][CH2:16][c:17]1[cH:18][o:19][c:20]([C:22]#[N:23])[cH:21]1.[C:1]([CH3:2])([CH3:3])([CH3:4])[O:5][C:6]([NH:7][CH:8]1[C:9](=[O:13])[NH:10][CH2:11][CH2:12]1)=[O:14].[CH2:31]1[O:32][CH2:33][CH2:34][CH2:35]1.[CH3:26][OH:27].[Cl:28][CH2:29][Cl:30].[H-:24].[Na+:25].[O:36]=[CH:37][N:38]([CH3:39])[CH3:40]>>[C:1]([CH3:2])([CH3:3])([CH3:4])[O:5][C:6]([NH:7][CH:8]1[C:9](=[O:13])[N:10]([CH2:16][c:17]2[cH:18][o:19][c:20]([C:22]#[N:23])[cH:21]2)[CH2:11][CH2:12]1)=[O:14]. Reactants: CCCCCC (Hexane), CC1=C(C2=CC=CC=CC2=C1)C=O (2-methylazulene-1-carbaldehyde), Hexanes EtOAc, [Li]CCCC (nBuLi), resultant mixture, CC=1N=CSC1 (4-Methyl thiazole). Solvent: O (Water), O1CCCC1 (THF), O1CCCC1 (tetrahydrofuran). Conditions: temperature -78 celsius, time 20 minute. Yields the product CC1=C(C2=CC=CC=CC2=C1)C(O)C=1SC=C(N1)C ((2-Methylazulen-1-yl)(4-methylthiazol-2-yl)methanol). Reaction SMILES: [CH3:1][C:2]1[N:3]=[CH:4][S:5][CH:6]=1.[Li]CCCC.[CH3:12][C:13]1[CH:22]=[C:21]2[C:15](=[CH:16][CH:17]=[CH:18][CH:19]=[CH:20]2)[C:14]=1[CH:23]=[O:24].CCCCCC>O1CCCC1.O>[CH3:12][C:13]1[CH:22]=[C:21]2[C:15](=[CH:16][CH:17]=[CH:18][CH:19]=[CH:20]2)[C:14]=1[CH:23]([C:4]1[S:5][CH:6]=[C:2]([CH3:1])[N:3]=1)[OH:24]. Reported procedure: 4-Methyl thiazole 4 (837 μL, 9.2 mmol) was added to 20 mL of tetrahydrofuran (THF). The mixture was cooled to −78° C. and stirred for 20 min. Afterward, 2.5 M nBuLi (2.45 mL, 6.1 mmol) was added slowly over the course of 15 min. The resultant mixture was stirred at −78° C. for 1 h, after which a freshly made solution of 2-methylazulene-1-carbaldehyde 3 (522 mg, 3.1 mmol) in THF was added slowly at −78° C. The reaction was stirred for 30 min and checked by TLC (50:50 Hexanes/EtOAc). Hexane was ad... Starting materials: NC1=C(C(=C(C=C1)C=1C2=C(C(N(C1)C)=O)N(C=C2)S(=O)(=O)C2=CC=C(C=C2)C)OC2=C(C=C(C=C2)F)F)[N+](=O)[O-] (4-[4-amino-2-(2,4-difluorophenoxy)-3-nitrophenyl]-6-methyl-1-[(4-methylphenyl)sulfonyl]-1,6-dihydro-7H-pyrrolo[2,3-c]pyridin-7-one), CO (methanol), [Cl-].[NH4+] (ammonium chloride). The reagents and catalysts are [Zn] (zinc). Solvent: C(C)(=O)OCC (ethyl acetate), C(C)(=O)OCC (ethyl acetate). Reaction conditions: temperature 0 celsius, time 8 hour. Product: NC=1C(=C(C=CC1N)C=1C2=C(C(N(C1)C)=O)N(C=C2)S(=O)(=O)C2=CC=C(C=C2)C)OC2=C(C=C(C=C2)F)F (4-[3,4-Diamino-2-(2,4-difluorophenoxy)phenyl]-6-methyl-1-[(4-methylphenyl)sulfonyl]-1,6-dihydro-7H-pyrrolo[2,3-c]pyridin-7-one). Yield: 97.6%. As a reaction SMILES: [NH2:1][C:2]1[CH:7]=[CH:6][C:5]([C:8]2[C:9]3[CH:18]=[CH:17][N:16]([S:19]([C:22]4[CH:27]=[CH:26][C:25]([CH3:28])=[CH:24][CH:23]=4)(=[O:21])=[O:20])[C:10]=3[C:11](=[O:15])[N:12]([CH3:14])[CH:13]=2)=[C:4]([O:29][C:30]2[CH:35]=[CH:34][C:33]([F:36])=[CH:32][C:31]=2[F:37])[C:3]=1[N+:38]([O-])=O.CO.[Cl-].[NH4+]>C(OCC)(=O)C.[Zn]>[NH2:38][C:3]1[C:4]([O:29][C:30]2[CH:35]=[CH:34][C:33]([F:36])=[CH:32][C:31]=2[F:37])=[C:5]([C:8]2[C:9]3[CH:18]=[CH:17][N:16]([S:19]([C:22]4[CH:23]=[CH:24][C:25]([CH3:28])=[CH:26][CH:27]=4)(=[O:20])=[O:21])[C:10]=3[C:11](=[O:15])[N:12]([CH3:14])[CH:13]=2)[CH:6]=[CH:7][C:2]=1[NH2:1] |f:2.3|. Procedure: A solution of 4-[4-amino-2-(2,4-difluorophenoxy)-3-nitrophenyl]-6-methyl-1-[(4-methylphenyl)sulfonyl]-1,6-dihydro-7H-pyrrolo[2,3-c]pyridin-7-one (108 mg, 0.191 mmol) in ethyl acetate (0.46 mL) was treated with methanol (0.46 mL) and saturated aqueous ammonium chloride solution (0.166 mL, 2.48 mmol) and cooled to 0° C. The reaction mixture was treated with zinc (99.7 mg, 1.52 mmol) and stirred at room temperature overnight. The reaction mixture was diluted with ethyl acetate, filtered through a p... The reactants are ClC1=C(C(=CC=C1)F)C (1-Chloro-3-fluoro-2-methylbenzene), [N+](=O)([O-])[O-].[K+] (Potassium nitrate). Solvent: S(O)(O)(=O)=O (sulfuric acid), S(O)(O)(=O)=O (sulfuric acid). Conditions: time 5 minute. The product is ClC1=C(C=CC(=C1C)F)[N+](=O)[O-] (2-Chloro-4-fluoro-3-methyl-1-nitrobenzene). RXN SMILES: [Cl:1][C:2]1[CH:7]=[CH:6][CH:5]=[C:4]([F:8])[C:3]=1[CH3:9].[N+:10]([O-])([O-:12])=[O:11].[K+]>S(=O)(=O)(O)O>[Cl:1][C:2]1[C:3]([CH3:9])=[C:4]([F:8])[CH:5]=[CH:6][C:7]=1[N+:10]([O-:12])=[O:11] |f:1.2|. Procedure: 1-Chloro-3-fluoro-2-methylbenzene (1.00 mL, 8.24 mmol) was dissolved in sulfuric acid (18 M, 10 mL) and cooled in an ice bath. Potassium nitrate (0.87 g, 8.65 mmol) dissolved in sulfuric acid (18 M, 10 mL) was added dropwise to the cold solution. The reaction mixture was stirred for 5 min, then the ice bath was removed and stirring was continued for another 2 h. The reaction mixture was poured onto ice (25 g) stirred for 5 min and extracted with ethyl acetate (3×25 mL). The combined organic laye... Reactants: CSC1=NC=C2C(=N1)N=C(NC2=O)C2=C(C=CC=C2)OCCC (7-Methylthio-4-oxo-2-(2-propoxyphenyl)-3,4-dihydropyrimido[4,5-d]pyrimidine), CN (methylamine). Solvent: industrial methylated spirit, C(Cl)(Cl)Cl (chloroform). Product: CNC1=NC=C2C(=N1)N=C(NC2=O)C2=C(C=CC=C2)OCCC (7-Methylamino-4-oxo-2-(2-propoxyphenyl)-3,4-dihydropyrimido[4.5-d]pyrimidine). Reaction SMILES: CS[C:3]1[N:8]=[C:7]2[N:9]=[C:10]([C:14]3[CH:19]=[CH:18][CH:17]=[CH:16][C:15]=3[O:20][CH2:21][CH2:22][CH3:23])[NH:11][C:12](=[O:13])[C:6]2=[CH:5][N:4]=1.[CH3:24][NH2:25]>C(Cl)(Cl)Cl>[CH3:24][NH:25][C:3]1[N:8]=[C:7]2[N:9]=[C:10]([C:14]3[CH:19]=[CH:18][CH:17]=[CH:16][C:15]=3[O:20][CH2:21][CH2:22][CH3:23])[NH:11][C:12](=[O:13])[C:6]2=[CH:5][N:4]=1. Reported procedure: 7-Methylthio-4-oxo-2-(2-propoxyphenyl)-3,4-dihydropyrimido[4,5-d]pyrimidine (1.40 g) was treated with a solution of methylamine in industrial methylated spirit (33%; 30 ml) in a pressure vessel for 9 hours at 90° C. The reaction mixture was evaporated under reduced pressure to yield a cream solid which was dissolved in chloroform. The organic solution was washed with water, dried (magnesium sulphate) and evaporated under reduced pressure to yield a cream solid. Elution from silica with chlorofor...